From a dataset of the Open Reaction Database (ORD), a public repository of structured organic reaction records. describe an organic reaction: reactants, conditions, products, and yield Starting materials: ClC(C(=O)Cl)(Cl)Cl (trichloroacetyl chloride), C(=O)(O)[O-].[Na+] (NaHCO3), FC1=C(NC=C1F)C (3,4-Difluoro-2-methyl-1H-pyrrole), FC1=C(NC=C1F)C (3,4-Difluoro-2-methyl-1H-pyrrole), C(=O)([O-])[O-].[K+].[K+] (K2CO3). The solvent is C(C)OCC (diethyl ether), C(Cl)Cl (DCM), CCCCC (pentane). Reaction conditions: time 2 hour. Yields the product ClC(C(=O)C=1NC(=C(C1F)F)C)(Cl)Cl (2,2,2-Trichloro-1-(3,4-difluoro-5-methyl-1H-pyrrol-2-yl)ethanone). As a reaction SMILES: [F:1][C:2]1[C:6]([F:7])=[CH:5][NH:4][C:3]=1[CH3:8].C([O-])([O-])=O.[K+].[K+].[Cl:15][C:16]([Cl:21])([Cl:20])[C:17](Cl)=[O:18].C([O-])(O)=O.[Na+]>C(OCC)C.C(Cl)Cl.CCCCC>[Cl:15][C:16]([Cl:21])([Cl:20])[C:17]([C:5]1[NH:4][C:3]([CH3:8])=[C:2]([F:1])[C:6]=1[F:7])=[O:18] |f:1.2.3,5.6|. Reported procedure: 3,4-Difluoro-2-methyl-1H-pyrrole (Intermediate 8; 3.8 g) was dissolved in anhydrous diethyl ether (100 ml). Anhydrous K2CO3 (12.5 g) was added followed by trichloroacetyl chloride (10 ml). The mixture was stirred at room temperature under N2 for 2 h, poured into a cold saturated solution of NaHCO3, stirred for 10 min, and extracted with ether. The combined organic layers were dried over Na2SO4 and concentrated in vacuo to give a red brown oil. Trituration with pentane (50 ml)/DCM (2 ml), at −20°... Starting materials: C1=CC(=CC=C1C2=COC=3C=C(C=C(C3C2=O)O)O)O (genistein), C1=CC(=CC=C1C2=COC=3C=C(C=CC3C2=O)O)O (daidzein), CO (methyl alcohol). The solvent is O (water). Product: O1C=C(C(=O)C2=CC=CC=C12)C1=CC=CC=C1 (isoflavone). RXN SMILES: [CH:1]1[C:6]([C:7]2[C:16](=[O:17])[C:15]3[C:14](O)=[CH:13][C:12](O)=[CH:11][C:10]=3[O:9][CH:8]=2)=[CH:5][CH:4]=[C:3](O)[CH:2]=1.C1C(C2C(=O)C3C=CC(O)=CC=3OC=2)=CC=C(O)C=1.CO>O>[O:9]1[C:10]2[C:15](=[CH:14][CH:13]=[CH:12][CH:11]=2)[C:16](=[O:17])[C:7]([C:6]2[CH:1]=[CH:2][CH:3]=[CH:4][CH:5]=2)=[CH:8]1. Reported procedure: Standard solutions were prepared by dissolving 0.500 mg of genistein, and daidzein into a 100 ml volumetric flask with 80 parts methyl alcohol, and 20 parts water. This provides a concentration of each individual isoflavone in the standard solution of 5 micrograms/ml. The reactants are OCc1cc(Br)ccc1Cl, ClCCl, O=S(Cl)Cl. Yields the product ClCc1cc(Br)ccc1Cl. Reaction SMILES: [Br:1][c:2]1[cH:3][c:4]([CH2:9][OH:10])[c:5]([Cl:8])[cH:6][cH:7]1.[Cl:15][CH2:16][Cl:17].[S:11]([Cl:12])([Cl:13])=[O:14]>>[Br:1][c:2]1[cH:3][c:4]([CH2:9][Cl:13])[c:5]([Cl:8])[cH:6][cH:7]1. The reactants are BrBr (Bromine), C1(=CC=CC=C1)P(C1=CC=CC=C1)C1=CC=CC=C1 (triphenylphosphine), C1(=CC=CC=C1)[C@@H](C)O ((R)-(+)-1-phenylethanol). Run in C(C)#N (ACN). Reaction conditions: time 50 minute. The product is Br[C@@H](C)C1=CC=CC=C1 (((S)-1-Bromo-ethyl)-benzene). Reaction SMILES: [Br:1]Br.C1(P(C2C=CC=CC=2)C2C=CC=CC=2)C=CC=CC=1.[C:22]1([C@H:28](O)[CH3:29])[CH:27]=[CH:26][CH:25]=[CH:24][CH:23]=1>C(#N)C>[Br:1][C@H:28]([C:22]1[CH:27]=[CH:26][CH:25]=[CH:24][CH:23]=1)[CH3:29]. Procedure details: Bromine (3.2 g, 20.0 mmol) was added to a suspension of triphenylphosphine (5.2 g, 19.8 mmol) stirring in ACN at −15° C. The reaction was warmed to room temperature and stirred for 50 minutes then cooled to −35° C. and (R)-(+)-1-phenylethanol (1.6 g, 13.1 mmol) was added. The reaction was allowed to warm to −10° C. over 70 minutes and was then quenched with H2O and submitted to standard aqueous workup to afford the title compound which was used without further purification.